describe an organic reaction: reactants, conditions, products, and yield From a dataset of the Open Reaction Database (ORD), a public repository of structured organic reaction records. The reactants are OC(=O)C(F)(F)F.N1CC(C1)NC(CNC1=NN(C2=CC=C(C=C12)C(F)(F)F)CC)=O (N-Azetidin-3-yl-2-(1-ethyl-5-trifluoromethyl-1H-indazol-3-ylamino)-acetamide TFA salt), OC1(CCC(CC1)=O)C1=CN=C(S1)C (4-hydroxy-4-(2-methyl-thiazol-5-yl)-cyclohexanone). Product: C(C)N1N=C(C2=CC(=CC=C12)C(F)(F)F)NCC(=O)NC1CN(C1)C1CCC(CC1)(C1=CN=C(S1)C)O (2-(1-Ethyl-5-trifluoromethyl-1H-indazol-3-ylamino)-N-{1-[4-hydroxy-4-(2-methyl-thiazol-5-yl)-cyclohexyl]-azetidin-3-yl}-acetamide). RXN SMILES: OC(C(F)(F)F)=O.[NH:8]1[CH2:11][CH:10]([NH:12][C:13](=[O:31])[CH2:14][NH:15][C:16]2[C:24]3[C:19](=[CH:20][CH:21]=[C:22]([C:25]([F:28])([F:27])[F:26])[CH:23]=3)[N:18]([CH2:29][CH3:30])[N:17]=2)[CH2:9]1.[OH:32][C:33]1([C:40]2[S:44][C:43]([CH3:45])=[N:42][CH:41]=2)[CH2:38][CH2:37][C:36](=O)[CH2:35][CH2:34]1>>[CH2:29]([N:18]1[C:19]2[C:24](=[CH:23][C:22]([C:25]([F:27])([F:26])[F:28])=[CH:21][CH:20]=2)[C:16]([NH:15][CH2:14][C:13]([NH:12][CH:10]2[CH2:9][N:8]([CH:36]3[CH2:35][CH2:34][C:33]([OH:32])([C:40]4[S:44][C:43]([CH3:45])=[N:42][CH:41]=4)[CH2:38][CH2:37]3)[CH2:11]2)=[O:31])=[N:17]1)[CH3:30] |f:0.1|. Procedure details: The title compound was prepared as a white solid from reaction of N-azetidin-3-yl-2-(1-ethyl-5-trifluoromethyl-1H-indazol-3-ylamino)-acetamide TFA salt (as prepared in Example 67, Step A) and 4-hydroxy-4-(2-methyl-thiazol-5-yl)-cyclohexanone using the procedure described in Step E of Example 1. The reactants are CCN=C=NCCCN(C)C, CN(C)c1ccncc1, CN(C)C=O, ClC(Cl)Cl, CC(C)O, Cl, NC1C(=O)Nc2ccccc2NC1=O, O=C(O)C(F)(F)F. Yields the product O=C1Nc2ccccc2NC(=O)C1NC(=O)C(F)(F)F. Reaction SMILES: [CH3:2][N:3]([CH3:4])[CH2:5][CH2:6][CH2:7][N:8]=[C:9]=[N:10][CH2:11][CH3:12].[CH3:34][N:35]([CH3:36])[c:37]1[cH:38][cH:39][n:40][cH:41][cH:42]1.[CH3:43][N:44]([CH3:45])[CH:46]=[O:47].[CH:48]([Cl:49])([Cl:50])[Cl:51].[CH:52]([OH:53])([CH3:54])[CH3:55].[ClH:1].[NH2:13][CH:14]1[C:15](=[O:26])[NH:16][c:17]2[c:18]([cH:22][cH:23][cH:24][cH:25]2)[NH:19][C:20]1=[O:21].[OH:27][C:28](=[O:29])[C:30]([F:31])([F:32])[F:33]>>[NH:13]([CH:14]1[C:15](=[O:26])[NH:16][c:17]2[c:18]([cH:22][cH:23][cH:24][cH:25]2)[NH:19][C:20]1=[O:21])[C:28](=[O:27])[C:30]([F:31])([F:32])[F:33]. Procedure details: To a solution of 5-(2-chlorophenyl)cyclohexane-1,3-dione (2.23 g) in ethanol (30 ml) was added sodium ethoxide (0.75 g), and the mixture was stirred, under argon atmosphere, at room temperature for 15 minutes. To the mixture was added ethyl bromopyruvate (1.66 ml), and the mixture was stirred, under argon atmosphere, at room temperature for 2 hours. The reaction solution was concentrated under reduced pressure, and to the residue were added DMF (30 ml) and potassium carbonate (1.38 g). The mixtu... As a reaction SMILES: [Cl:1][C:2]1[CH:7]=[CH:6][CH:5]=[CH:4][C:3]=1[CH:8]1[CH2:13][C:12](=[O:14])[CH2:11][C:10](=[O:15])[CH2:9]1.[O-]CC.[Na+].Br[CH2:21][C:22](=O)[C:23]([O:25][CH2:26][CH3:27])=[O:24]>C(O)C>[Cl:1][C:2]1[CH:7]=[CH:6][CH:5]=[CH:4][C:3]=1[CH:8]1[CH2:13][C:12](=[O:14])[C:11]2[C:22]([C:23]([O:25][CH2:26][CH3:27])=[O:24])=[CH:21][O:15][C:10]=2[CH2:9]1 |f:1.2|. Starting materials: ClC1=C(C=CC=C1)C1CC(CC(C1)=O)=O (5-(2-chlorophenyl)cyclohexane-1,3-dione), [O-]CC.[Na+] (sodium ethoxide), BrCC(C(=O)OCC)=O (ethyl bromopyruvate). Reaction conditions: time 15 minute. Product: ClC1=C(C=CC=C1)C1CC2=C(C(=CO2)C(=O)OCC)C(C1)=O (6-(2-chlorophenyl)-3-ethoxycarbonyl-4,5,6,7-tetrahydrobenzofuran-4-one). Solvent: C(C)O (ethanol). The reactants are ClC1=CC(=CC(=N1)NC(=O)C1(CC1)C1=CC2=C(OC(O2)(F)F)C=C1)C (N-(6-chloro-4-methylpyridin-2-yl)-1-(2,2-difluorobenzo[d][1,3]dioxol-5-yl)cyclopropanecarboxamide), COC1=NC=C(C=C1B(O)O)C (2-methoxy-5-methylpyridin-3-ylboronic acid), C(=O)([O-])[O-].[Na+].[Na+] (Na2CO3). Reagents/catalysts: C=1C=CC(=CC1)[P](C=2C=CC=CC2)(C=3C=CC=CC3)[Pd]([P](C=4C=CC=CC4)(C=5C=CC=CC5)C=6C=CC=CC6)([P](C=7C=CC=CC7)(C=8C=CC=CC8)C=9C=CC=CC9)[P](C=1C=CC=CC1)(C=1C=CC=CC1)C=1C=CC=CC1 (Pd(PPh3)4). Run in COCCOC (DME). Run at temperature 120 celsius. Yields the product FC1(OC2=C(O1)C=CC(=C2)C2(CC2)C(=O)NC2=CC(=CC(=N2)C=2C(=NC=C(C2)C)OC)C)F (1-(2,2-difluorobenzo[d][1,3]dioxol-5-yl)-N-(2′-methoxy-4,5′-dimethyl-2,3′-bipyridin-6-yl)cyclopropanecarboxamide). Isolated yield 99.2%. RXN SMILES: Cl[C:2]1[N:7]=[C:6]([NH:8][C:9]([C:11]2([C:14]3[CH:24]=[CH:23][C:17]4[O:18][C:19]([F:22])([F:21])[O:20][C:16]=4[CH:15]=3)[CH2:13][CH2:12]2)=[O:10])[CH:5]=[C:4]([CH3:25])[CH:3]=1.[CH3:26][O:27][C:28]1[C:33](B(O)O)=[CH:32][C:31]([CH3:37])=[CH:30][N:29]=1.C([O-])([O-])=O.[Na+].[Na+]>COCCOC.C1C=CC([P]([Pd]([P](C2C=CC=CC=2)(C2C=CC=CC=2)C2C=CC=CC=2)([P](C2C=CC=CC=2)(C2C=CC=CC=2)C2C=CC=CC=2)[P](C2C=CC=CC=2)(C2C=CC=CC=2)C2C=CC=CC=2)(C2C=CC=CC=2)C2C=CC=CC=2)=CC=1>[F:21][C:19]1([F:22])[O:18][C:17]2[CH:23]=[CH:24][C:14]([C:11]3([C:9]([NH:8][C:6]4[N:7]=[C:2]([C:33]5[C:28]([O:27][CH3:26])=[N:29][CH:30]=[C:31]([CH3:37])[CH:32]=5)[CH:3]=[C:4]([CH3:25])[CH:5]=4)=[O:10])[CH2:13][CH2:12]3)=[CH:15][C:16]=2[O:20]1 |f:2.3.4,^1:53,55,74,93|. Procedure details: To a mixture of N-(6-chloro-4-methylpyridin-2-yl)-1-(2,2-difluorobenzo[d][1,3]dioxol-5-yl)cyclopropanecarboxamide (60 mg, 0.16 mmol) and 2-methoxy-5-methylpyridin-3-ylboronic acid (41 mg, 0.25 mmol) in DME (2 mL) and Na2CO3 (2M, 0.165 mL, 0.32 mmol) was added Pd(PPh3)4 (9.5 mg, 0.008 mmol). The mixture was heated in microwave oven at 120° C. for 30 min. The reaction was re-partitioned between EtOAc and H2O and the aqueous layer was extracted with ethyl acetate twice. The combined organic layers ...